Dataset: the Open Reaction Database (ORD), a public repository of structured organic reaction records. Task: describe an organic reaction: reactants, conditions, products, and yield Yields the product CC(NC1CCOCC1)c1nc2c(-c3cnc4ccc(F)cc4c3)cnn2c(N)c1Br. Reactants: CC(NC1CCOCC1)c1cc(N)n2ncc(-c3cnc4ccc(F)cc4c3)c2n1, O=C1CCC(=O)N1Br, CN(C)C=O. RXN SMILES: [F:1][c:2]1[cH:3][c:4]2[cH:5][c:6](-[c:12]3[cH:13][n:14][n:15]4[c:16]3[n:17][c:18]([CH:22]([CH3:23])[NH:24][CH:25]3[CH2:26][CH2:27][O:28][CH2:29][CH2:30]3)[cH:19][c:20]4[NH2:21])[cH:7][n:8][c:9]2[cH:10][cH:11]1.[O:31]=[C:32]1[N:33]([Br:38])[C:34](=[O:35])[CH2:36][CH2:37]1.[O:39]=[CH:40][N:41]([CH3:42])[CH3:43]>>[F:1][c:2]1[cH:3][c:4]2[cH:5][c:6](-[c:12]3[cH:13][n:14][n:15]4[c:16]3[n:17][c:18]([CH:22]([CH3:23])[NH:24][CH:25]3[CH2:26][CH2:27][O:28][CH2:29][CH2:30]3)[c:19]([Br:38])[c:20]4[NH2:21])[cH:7][n:8][c:9]2[cH:10][cH:11]1. Reactants: CC(C)(C)OC(=O)N(N(C(=O)OC(C)(C)C)C1=NC(=NC(=C1F)NCCC1=CSC=C1)Cl)C(=O)OC(C)(C)C (Tris(1,1-dimethylethyl)2-(2-chloro-5-fluoro-6-{[2-(3-thienyl)ethyl]amino}-4-pyrimidinyl)-1,1,2-hydrazinetricarboxylate), Cl (HCl). Solvent: CO (MeOH). Reaction conditions: time 3 day. Product: ClC=1NC(=C(C(N1)=NN)F)NCCC1=CSC=C1 (2-chloro-5-fluoro-6-{[2-(3-thienyl)ethyl]amino}-4(1H)-pyrimidinone hydrazone). Isolated yield 12.0%. As a reaction SMILES: CC(OC([N:8](C(OC(C)(C)C)=O)[N:9]([C:17]1[C:22]([F:23])=[C:21]([NH:24][CH2:25][CH2:26][C:27]2[CH:31]=[CH:30][S:29][CH:28]=2)[N:20]=[C:19]([Cl:32])[N:18]=1)C(OC(C)(C)C)=O)=O)(C)C.Cl>CO>[Cl:32][C:19]1[NH:20][C:21]([NH:24][CH2:25][CH2:26][C:27]2[CH:31]=[CH:30][S:29][CH:28]=2)=[C:22]([F:23])[C:17](=[N:9][NH2:8])[N:18]=1. Procedure details: Tris(1,1-dimethylethyl)2-(2-chloro-5-fluoro-6-{[2-(3-thienyl)ethyl]amino}-4-pyrimidinyl)-1,1,2-hydrazinetricarboxylate (2.389 g, 4.07 mmol) was dissolved in MeOH (25 mL) and HCl (4M in 1,4-dioxane) (25 mL) at room temperature. The reaction mixture was left to stir over 3 days, evaporated and purified by RP-HPLC to provide 2-chloro-5-fluoro-6-{[2-(3-thienyl)ethyl]amino}-4(1H)-pyrimidinone hydrazone as a brown sticky solid (0.1401 g). LCMS: (M+H)+=288.0. The reactants are CS(=O)(=O)C1=CC=C(C=C1)F (4-fluorophenyl methyl sulfone), C(#N)C1=CC=C(C=C1)O (4-cyanophenol), C(=O)([O-])[O-].[K+].[K+] (K2CO3), S1(=O)(=O)CCCC1 (sulfolane), [OH-].[Na+] (NaOH). The solvent is O (water). Conditions: temperature 150 celsius. Yields the product CS(=O)(=O)C1=CC=C(OC2=CC=C(C#N)C=C2)C=C1 (4-(4-(Methylsulfonyl)phenoxy)benzonitrile). Yield: 28.1%. As a reaction SMILES: [CH3:1][S:2]([C:5]1[CH:10]=[CH:9][C:8](F)=[CH:7][CH:6]=1)(=[O:4])=[O:3].[C:12]([C:14]1[CH:19]=[CH:18][C:17]([OH:20])=[CH:16][CH:15]=1)#[N:13].C([O-])([O-])=O.[K+].[K+].S1(CCCC1)(=O)=O.[OH-].[Na+]>O>[CH3:1][S:2]([C:5]1[CH:10]=[CH:9][C:8]([O:20][C:17]2[CH:18]=[CH:19][C:14]([C:12]#[N:13])=[CH:15][CH:16]=2)=[CH:7][CH:6]=1)(=[O:4])=[O:3] |f:2.3.4,6.7|. Procedure: A mixture of 5.23 g (0.0300 mole) of 4-fluorophenyl methyl sulfone, 7.15 g (0.0600 mole) of 4-cyanophenol, 8.29 g (0.0600 mole) of anhydrous K2CO3 and 90 ml of sulfolane was heated at 150° C. for 3.5 hrs. The mixture was cooled and poured into a solution of 100 ml of 20% aqueous NaOH and 500 ml of water. Extraction of the basic solution with diethyl ether afforded 2.3 g (28% yield) of product after removal of solvent in vacuo. The product was purified by column chromatography using silica gel as... Reactants: Brc1csc(Br)c1, CCOCC, [Li]CCCC, O=Cc1ccccc1. Product: OC(c1ccccc1)c1cc(Br)cs1. RXN SMILES: [Br:1][c:2]1[s:3][cH:4][c:5]([Br:7])[cH:6]1.[CH3:21][CH2:22][O:23][CH2:24][CH3:25].[CH3:8][CH2:9][CH2:10][CH2:11][Li:12].[CH:13](=[O:14])[c:15]1[cH:16][cH:17][cH:18][cH:19][cH:20]1>>[c:2]1([CH:13]([OH:14])[c:15]2[cH:16][cH:17][cH:18][cH:19][cH:20]2)[s:3][cH:4][c:5]([Br:7])[cH:6]1. As a reaction SMILES: [CH3:35][Si:36]([N-:39][Si:37]([CH3:38])([CH3:40])[CH3:41])([CH3:42])[CH3:43].[CH3:45][N:46]1[CH2:47][CH2:48][CH2:49][C:50]1=[O:51].[F:1][c:2]1[cH:3][cH:4][c:5]([CH2:6][CH:7]2[CH2:8][CH2:9][N:10]([C:13](=[O:14])[c:15]3[cH:16][c:17]4[c:18]([C:26]([C:27](=[O:28])[N:29]([CH3:30])[CH3:31])=[O:32])[cH:19][nH:20][c:21]4[cH:22][c:23]3[O:24][CH3:25])[CH2:11][CH2:12]2)[cH:33][cH:34]1.[Li+:44]>>[F:1][c:2]1[cH:3][cH:4][c:5]([CH2:6][CH:7]2[CH2:8][CH2:9][N:10]([C:13](=[O:14])[c:15]3[cH:16][c:17]4[c:18]([C:26]([C:27](=[O:28])[N:29]([CH3:30])[CH3:31])=[O:32])[cH:19][n:20]([NH2:39])[c:21]4[cH:22][c:23]3[O:24][CH3:25])[CH2:11][CH2:12]2)[cH:33][cH:34]1. Yields the product COc1cc2c(cc1C(=O)N1CCC(Cc3ccc(F)cc3)CC1)c(C(=O)C(=O)N(C)C)cn2N. Starting materials: C[Si](C)(C)[N-][Si](C)(C)C, CN1CCCC1=O, COc1cc2[nH]cc(C(=O)C(=O)N(C)C)c2cc1C(=O)N1CCC(Cc2ccc(F)cc2)CC1, [Li+]. Starting materials: COc1cccc(C(=O)O)c1, NC1C2CC3CC1CN(C3)C2. Yields the product COc1cccc(C(=O)NC2C3CC4CC2CN(C4)C3)c1. As a reaction SMILES: [CH3:12][O:13][c:14]1[cH:15][c:16]([C:17](=[O:18])[OH:19])[cH:20][cH:21][cH:22]1.[N:1]12[CH2:2][CH:3]3[CH:4]([NH2:11])[CH:5]([CH2:6][CH:7]([CH2:8]1)[CH2:9]3)[CH2:10]2>>[N:1]12[CH2:2][CH:3]3[CH:4]([NH:11][C:17]([c:16]4[cH:15][c:14]([O:13][CH3:12])[cH:22][cH:21][cH:20]4)=[O:18])[CH:5]([CH2:6][CH:7]([CH2:8]1)[CH2:9]3)[CH2:10]2. Reactants: CC(C)(C)[Si](Cl)(c1ccccc1)c1ccccc1, Cc1cn(C2CC(O)C(CO)O2)c(=O)[nH]c1=O, CN(C)C=O, c1c[nH]cn1. Product: Cc1cn(C2CC(O)C(CO[Si](c3ccccc3)(c3ccccc3)C(C)(C)C)O2)c(=O)[nH]c1=O. Reaction SMILES: [C:1]([CH3:2])([CH3:3])([CH3:4])[Si:5]([c:6]1[cH:7][cH:8][cH:9][cH:10][cH:11]1)([c:12]1[cH:13][cH:14][cH:15][cH:16][cH:17]1)[Cl:18].[CH3:19][c:20]1[cH:21][n:22]([CH:23]2[CH2:24][CH:25]([OH:26])[CH:27]([CH2:28][OH:29])[O:30]2)[c:31](=[O:32])[nH:33][c:34]1=[O:35].[CH3:41][N:42]([CH3:43])[CH:44]=[O:45].[nH:36]1[cH:37][cH:38][n:39][cH:40]1>>[C:1]([CH3:2])([CH3:3])([CH3:4])[Si:5]([c:6]1[cH:7][cH:8][cH:9][cH:10][cH:11]1)([c:12]1[cH:13][cH:14][cH:15][cH:16][cH:17]1)[O:29][CH2:28][CH:27]1[CH:25]([OH:26])[CH2:24][CH:23]([n:22]2[cH:21][c:20]([CH3:19])[c:34](=[O:35])[nH:33][c:31]2=[O:32])[O:30]1.